From a dataset of the Open Reaction Database (ORD), a public repository of structured organic reaction records. describe an organic reaction: reactants, conditions, products, and yield The reactants are CCOC(=O)C(Cc1ccc(O)cc1)NC(=O)COCCOCC(=O)OCc1ccccc1, CCOC(C)=O, [H][H]. Product: CCOC(=O)C(Cc1ccc(O)cc1)NC(=O)COCCOCC(=O)O. Reaction SMILES: [CH2:1]([CH3:2])[O:3][C:4]([CH:5]([CH2:6][c:7]1[cH:8][cH:9][c:10]([OH:13])[cH:11][cH:12]1)[NH:14][C:15]([CH2:16][O:17][CH2:18][CH2:19][O:20][CH2:21][C:22](=[O:23])[O:24][CH2:25][c:26]1[cH:27][cH:28][cH:29][cH:30][cH:31]1)=[O:32])=[O:33].[CH3:36][CH2:37][O:38][C:39](=[O:40])[CH3:41].[H:34][H:35]>>[CH2:1]([CH3:2])[O:3][C:4]([CH:5]([CH2:6][c:7]1[cH:8][cH:9][c:10]([OH:13])[cH:11][cH:12]1)[NH:14][C:15]([CH2:16][O:17][CH2:18][CH2:19][O:20][CH2:21][C:22](=[O:23])[OH:24])=[O:32])=[O:33]. The reactants are CC(C)(C)[Si](C)(C)Oc1ccc(Oc2ccc(C3=CC=CN4CCS(=O)(=O)N=C34)cc2)cc1, C1CCOC1, CCCC[N+](CCCC)(CCCC)CCCC, [Cl-], [F-], [NH4+]. Yields the product O=S1(=O)CCN2C=CC=C(c3ccc(Oc4ccc(O)cc4)cc3)C2=N1. As a reaction SMILES: [C:1]([Si:2]([CH3:3])([CH3:4])[O:6][c:7]1[cH:8][cH:9][c:10]([O:11][c:12]2[cH:13][cH:14][c:15]([C:18]3=[CH:19][CH:20]=[CH:21][N:22]4[C:23]3=[N:24][S:25](=[O:28])(=[O:29])[CH2:26][CH2:27]4)[cH:16][cH:17]2)[cH:30][cH:31]1)([CH3:5])([CH3:32])[CH3:33].[CH2:54]1[O:55][CH2:56][CH2:57][CH2:58]1.[CH3:35][CH2:36][CH2:37][CH2:38][N+:39]([CH2:40][CH2:41][CH2:42][CH3:43])([CH2:44][CH2:45][CH2:46][CH3:47])[CH2:48][CH2:49][CH2:50][CH3:51].[Cl-:52].[F-:34].[NH4+:53]>>[OH:6][c:7]1[cH:8][cH:9][c:10]([O:11][c:12]2[cH:13][cH:14][c:15]([C:18]3=[CH:19][CH:20]=[CH:21][N:22]4[C:23]3=[N:24][S:25](=[O:28])(=[O:29])[CH2:26][CH2:27]4)[cH:16][cH:17]2)[cH:30][cH:31]1. Starting materials: C1(=CC=CC=C1)N1C(NC(C1)=O)=O (1-phenyl-imidazolidin-2,4-dione), C1(=CC=CC=C1)C1=CC=C(C(=O)Cl)C=C1 (4-phenylbenzoyl chloride). Run in N1=CC=CC=C1 (pyridine). Product: C1(=CC=CC=C1)C1=CC=C(C(=O)N2C(N(CC2=O)C2=CC=CC=C2)=O)C=C1 (3-(4-phenylbenzoyl)-1-phenyl-imidazolidin-2,4-dione). The yield is 9.4%. Reaction SMILES: [C:1]1([N:7]2[CH2:11][C:10](=[O:12])[NH:9][C:8]2=[O:13])[CH:6]=[CH:5][CH:4]=[CH:3][CH:2]=1.[C:14]1([C:20]2[CH:28]=[CH:27][C:23]([C:24](Cl)=[O:25])=[CH:22][CH:21]=2)[CH:19]=[CH:18][CH:17]=[CH:16][CH:15]=1>N1C=CC=CC=1>[C:14]1([C:20]2[CH:21]=[CH:22][C:23]([C:24]([N:9]3[C:10](=[O:12])[CH2:11][N:7]([C:1]4[CH:2]=[CH:3][CH:4]=[CH:5][CH:6]=4)[C:8]3=[O:13])=[O:25])=[CH:27][CH:28]=2)[CH:15]=[CH:16][CH:17]=[CH:18][CH:19]=1. Procedure: In a similar manner to Example 8, 530 mg (3.00 mmol) of 1-phenyl-imidazolidin-2,4-dione were reacted with 650 mg (3.00 mmol) of 4-phenylbenzoyl chloride. After completion of the reaction, pyridine was distilled off under reduced pressure, and the resultant residue was subjected to extraction with ethyl acetate. The organic layer was washed with dilute hydrochloric acid and with saturated saline. The thus-washed organic layer was dried over anhydrous magnesium sulfate, and the solvent was then di... The reactants are CCOC(=O)Cn1ccc2ccc(O)cc21, CCCCP(CCCC)CCCC, Cc1c(-c2ccc(C(F)(F)F)cc2)nn(C)c1CO. Yields the product CCOC(=O)Cn1ccc2ccc(OCc3c(C)c(-c4ccc(C(F)(F)F)cc4)nn3C)cc21. RXN SMILES: [CH2:1]([CH3:2])[O:3][C:4]([CH2:5][n:6]1[cH:7][cH:8][c:9]2[cH:10][cH:11][c:12]([OH:15])[cH:13][c:14]12)=[O:16].[CH2:36]([P:37]([CH2:38][CH2:39][CH2:40][CH3:41])[CH2:42][CH2:43][CH2:44][CH3:45])[CH2:46][CH2:47][CH3:48].[CH3:17][n:18]1[n:19][c:20](-[c:26]2[cH:27][cH:28][c:29]([C:32]([F:33])([F:34])[F:35])[cH:30][cH:31]2)[c:21]([CH3:25])[c:22]1[CH2:23][OH:24]>>[CH2:1]([CH3:2])[O:3][C:4]([CH2:5][n:6]1[cH:7][cH:8][c:9]2[cH:10][cH:11][c:12]([O:15][CH2:23][c:22]3[n:18]([CH3:17])[n:19][c:20](-[c:26]4[cH:27][cH:28][c:29]([C:32]([F:33])([F:34])[F:35])[cH:30][cH:31]4)[c:21]3[CH3:25])[cH:13][c:14]12)=[O:16]. Starting materials: O (water), ClCC1=CC=CC2=CC=CC=C12 (1-chloromethylnaphthalene), C(C)(C)(C)OC(=O)NCCCN(CCCCCCCCN(CCCNC(=O)OC(C)(C)C)C(=O)OC(C)(C)C)C(=O)OC(C)(C)C (1,5,14,18-tetra(t-butoxycarbonyl)-1,5,14,18-tetraazaoctadecane), CC(C)([O-])C.[K+] (potassium t-butoxide). Run in CN(P(N(C)C)N(C)C)C (hexamethylphosphorous triamide), CN(P(N(C)C)N(C)C)C (HMPA). Run at temperature 80 celsius. Yields the product C1(=CC=CC2=CC=CC=C12)CN(CCCN(CCCCCCCCN(CCCN(C(=O)OC(C)(C)C)CC1=CC=CC2=CC=CC=C12)C(=O)OC(C)(C)C)C(=O)OC(C)(C)C)C(=O)OC(C)(C)C (1,18-bis-[(1-naphthyl)methyl]-1,5,14,18-tetra(t-butoxycarbonyl)-1,5,14,18-tetraazaoctadecane). As a reaction SMILES: Cl[CH2:2][C:3]1[C:12]2[C:7](=[CH:8][CH:9]=[CH:10][CH:11]=2)[CH:6]=[CH:5][CH:4]=1.[C:13]([O:17][C:18]([NH:20][CH2:21][CH2:22][CH2:23][N:24]([C:52]([O:54][C:55]([CH3:58])([CH3:57])[CH3:56])=[O:53])[CH2:25][CH2:26][CH2:27][CH2:28][CH2:29][CH2:30][CH2:31][CH2:32][N:33]([C:45]([O:47][C:48]([CH3:51])([CH3:50])[CH3:49])=[O:46])[CH2:34][CH2:35][CH2:36][NH:37][C:38]([O:40][C:41]([CH3:44])([CH3:43])[CH3:42])=[O:39])=[O:19])([CH3:16])([CH3:15])[CH3:14].[CH3:59][C:60]([CH3:63])([O-])[CH3:61].[K+].O>CN(C)P(N(C)C)N(C)C>[C:3]1([CH2:2][N:37]([C:38]([O:40][C:41]([CH3:42])([CH3:43])[CH3:44])=[O:39])[CH2:36][CH2:35][CH2:34][N:33]([C:45]([O:47][C:48]([CH3:51])([CH3:50])[CH3:49])=[O:46])[CH2:32][CH2:31][CH2:30][CH2:29][CH2:28][CH2:27][CH2:26][CH2:25][N:24]([C:52]([O:54][C:55]([CH3:58])([CH3:57])[CH3:56])=[O:53])[CH2:23][CH2:22][CH2:21][N:20]([CH2:59][C:60]2[C:63]3[C:3](=[CH:4][CH:5]=[CH:6][CH:7]=3)[CH:12]=[CH:11][CH:61]=2)[C:18]([O:17][C:13]([CH3:14])([CH3:15])[CH3:16])=[O:19])[C:12]2[C:7](=[CH:8][CH:9]=[CH:10][CH:11]=2)[CH:6]=[CH:5][CH:4]=1 |f:2.3|. Procedure: A solution of 1-chloromethylnaphthalene (1.7 g - 9.6 mmol) in 5 ml hexamethylphosphorous triamide (HMPA) is added to a mixture of 1,5,14,18-tetra(t-butoxycarbonyl)-1,5,14,18-tetraazaoctadecane (2.6 g) and potassium t-butoxide (1.07 gm) in HMPA (50 ml). The mixture is heated in an 80° C. oil bath for 4 hours, poured into 300 ml of water, and the aqeuous mixture is extracted with ethyl acetate (2×300 ml). The combined extracts are extracted with water (3×300 ml) and brine (300 ml). The organic lay... Starting materials: BrC=1[Se]C=CC1 (2-bromoselenophene), FC1=C(C=CC(=C1F)OCCC)C1=CC=C(C=C1)B(O)O (2′,3′-difluoro-4′-propoxybiphenyl-4-ylboronic acid), C([O-])([O-])=O.[Na+].[Na+] (sodium carbonate). Reagents/catalysts: C=1C=CC(=CC1)[P](C=2C=CC=CC2)(C=3C=CC=CC3)[Pd]([P](C=4C=CC=CC4)(C=5C=CC=CC5)C=6C=CC=CC6)([P](C=7C=CC=CC7)(C=8C=CC=CC8)C=9C=CC=CC9)[P](C=1C=CC=CC1)(C=1C=CC=CC1)C=1C=CC=CC1 (tetrakis(triphenylphosphine)palladium(0)). Solvent: C1(=CC=CC=C1)C.C(C)O (toluene ethanol). The product is FC1=C(C=CC(=C1F)OCCC)C1=CC=C(C=C1)C=1[Se]C=CC1 (2-(2′,3′-Difluoro-4′-propoxybiphenyl-4-yl)selenophene). As a reaction SMILES: Br[C:2]1[Se:3][CH:4]=[CH:5][CH:6]=1.[F:7][C:8]1[C:13]([F:14])=[C:12]([O:15][CH2:16][CH2:17][CH3:18])[CH:11]=[CH:10][C:9]=1[C:19]1[CH:24]=[CH:23][C:22](B(O)O)=[CH:21][CH:20]=1.C(=O)([O-])[O-].[Na+].[Na+]>C1(C)C=CC=CC=1.C(O)C.C1C=CC([P]([Pd]([P](C2C=CC=CC=2)(C2C=CC=CC=2)C2C=CC=CC=2)([P](C2C=CC=CC=2)(C2C=CC=CC=2)C2C=CC=CC=2)[P](C2C=CC=CC=2)(C2C=CC=CC=2)C2C=CC=CC=2)(C2C=CC=CC=2)C2C=CC=CC=2)=CC=1>[F:7][C:8]1[C:13]([F:14])=[C:12]([O:15][CH2:16][CH2:17][CH3:18])[CH:11]=[CH:10][C:9]=1[C:19]1[CH:20]=[CH:21][C:22]([C:2]2[Se:3][CH:4]=[CH:5][CH:6]=2)=[CH:23][CH:24]=1 |f:2.3.4,5.6,^1:47,49,68,87|. Reported procedure: A mixture of 12.7 g (60.6 mmol) of 2-bromoselenophene, 17.7 g (60.6 mmol) of 2′,3′-difluoro-4′-propoxybiphenyl-4-ylboronic acid, 5.55 g (4.80 mmol) of tetrakis(triphenylphosphine)palladium(0) and 180 ml of 2 N sodium carbonate soln. in 600 ml of toluene/ethanol (1:1) is heated under reflux for 20 h. After cooling, the organic phase is separated off, and the aqueous phase is extracted with toluene. The combined organic phases are washed with sat. sodium chloride soln., and the solution is dried u... Starting materials: COC(C(=CC1=CC(=CC(=C1)OC)OC)C1=CC=C(C=C1)OC1=CC=C(C=C1)C=C1C(NC(S1)=O)=O)=O (3-(3,5-Dimethoxyphenyl)-2-{4-[4-(2,4-dioxothiazolidin-5-ylidenemethyl)-phenoxy]-phenyl}-acrylic acid methyl ester), C(=O)[O-].[NH4+] (ammonium formate), O=O (oxygen). Reagents/catalysts: [Pd] (Pd on carbon). Solvent: C(C)(=O)O (acetic acid), C(C)(=O)O (acetic acid). Run at temperature 120 celsius, time 30 minute. The product is COC(C(=CC1=CC(=CC(=C1)OC)OC)C1=CC=C(C=C1)OC1=CC=C(C=C1)CC1C(NC(S1)=O)=O)=O (3-(3,5-Dimethoxyphenyl)-2-{4-[4-(2,4-dioxothiazolidin-5-ylmethyl)-phenoxy]-phenyl}-acrylic acid methyl ester). Yield: 49.1%. Reaction SMILES: [CH3:1][O:2][C:3](=[O:37])[C:4]([C:16]1[CH:21]=[CH:20][C:19]([O:22][C:23]2[CH:28]=[CH:27][C:26]([CH:29]=[C:30]3[S:34][C:33](=[O:35])[NH:32][C:31]3=[O:36])=[CH:25][CH:24]=2)=[CH:18][CH:17]=1)=[CH:5][C:6]1[CH:11]=[C:10]([O:12][CH3:13])[CH:9]=[C:8]([O:14][CH3:15])[CH:7]=1.C([O-])=O.[NH4+].O=O>C(O)(=O)C.[Pd]>[CH3:1][O:2][C:3](=[O:37])[C:4]([C:16]1[CH:21]=[CH:20][C:19]([O:22][C:23]2[CH:28]=[CH:27][C:26]([CH2:29][CH:30]3[S:34][C:33](=[O:35])[NH:32][C:31]3=[O:36])=[CH:25][CH:24]=2)=[CH:18][CH:17]=1)=[CH:5][C:6]1[CH:11]=[C:10]([O:12][CH3:13])[CH:9]=[C:8]([O:14][CH3:15])[CH:7]=1 |f:1.2|. Procedure details: To a solution of 10 (599 g, 1.16 mol) in glacial acetic acid (11.5 L), ammonium formate (4.0 kg, 62.9 mol) was added and stirred for 30 min. A slurry of Pd on carbon (10%, dry, 300 g) in glacial acetic acid (500 mL) was added to the flask (caution: in a large scale reaction exothermicity may be a problem; rigorous exclusion of oxygen is desirable) and heated at 120° C. for 24 h followed by stirring at room temperature for 48 h. The resulting mixture was filtered through a bed of Celite®. The fil...